describe an organic reaction: reactants, conditions, products, and yield From a dataset of the Open Reaction Database (ORD), a public repository of structured organic reaction records. The reactants are C(C)OC(C(C)(OC1=C(C=C(C=C1)OCC=1C(=NC(=CC1)C1=CC=C(C=C1)OC(F)(F)F)C(F)(F)F)C)C)=O (2-methyl-2-{2-methyl-4-[6-(4-trifluoromethoxy-phenyl)-2-trifluoromethyl-pyridin-3-ylmethoxy]-phenoxy}-propionic acid ethyl ester), [Li+].[OH-] (LiOH). Yields the product CC(C(=O)O)(C)OC1=C(C=C(C=C1)OCC=1C(=NC(=CC1)C1=CC=C(C=C1)OC(F)(F)F)C(F)(F)F)C (2-Methyl-2-{2-methyl-4-[6-(4-trifluoromethoxy-phenyl)-2-trifluoromethyl-pyridin-3-ylmethoxy]-phenoxy}-propionic acid). Reaction SMILES: C([O:3][C:4](=[O:39])[C:5]([CH3:38])([O:7][C:8]1[CH:13]=[CH:12][C:11]([O:14][CH2:15][C:16]2[C:17]([C:33]([F:36])([F:35])[F:34])=[N:18][C:19]([C:22]3[CH:27]=[CH:26][C:25]([O:28][C:29]([F:32])([F:31])[F:30])=[CH:24][CH:23]=3)=[CH:20][CH:21]=2)=[CH:10][C:9]=1[CH3:37])[CH3:6])C.[Li+].[OH-]>>[CH3:38][C:5]([O:7][C:8]1[CH:13]=[CH:12][C:11]([O:14][CH2:15][C:16]2[C:17]([C:33]([F:35])([F:36])[F:34])=[N:18][C:19]([C:22]3[CH:27]=[CH:26][C:25]([O:28][C:29]([F:30])([F:31])[F:32])=[CH:24][CH:23]=3)=[CH:20][CH:21]=2)=[CH:10][C:9]=1[CH3:37])([CH3:6])[C:4]([OH:39])=[O:3] |f:1.2|. Procedure: In analogy to the procedure described in example 26C], 2-methyl-2-{2-methyl-4-[6-(4-trifluoromethoxy-phenyl)-2-trifluoromethyl-pyridin-3-ylmethoxy]-phenoxy}-propionic acid ethyl ester was treated with 1 N aqueous LiOH solution to give the title compound as colorless oil. Reactants: CC1=C(C=CC=C1)CC(C)=O ((2-methyphenyl)acetone), C(C)(=O)C(CCCCCCC(=O)OCC)(CCCC(CCCCC)OCC1=CC=CC=C1)C1=C(C=CC=C1)C (ethyl 8-acetyl-8-(2-methylphenyl)-12-benzyloxyheptadecanoate), C(C)(=O)C(CCCCCCC(=O)O)(CCCC(CCCCC)OCC1=CC=CC=C1)C1=C(C=CC=C1)C (8-acetyl-8-(2-methylphenyl)-12-benzyloxyheptadecanoic acid), C1(=CC=CC=C1)CC(C)=O (phenylacetone), CC1=C(C=CC=C1)C(C(C)=O)CCCC(CCCCC)OCC1=CC=CC=C1 (3-(2-methylphenyl)-7-benzyloxy-2-dodecanone), C(C)(=O)C(CCCCCC(C(=O)O)C1=C(C=CC=C1)C)CCCC(CCCCC)O (8-acetyl-(2-methylphenyl)-12-hydroxyheptadecanoic acid). The product is C(C)(=O)C(CCCCCCC(=O)O)(CCCC(CCCCC)O)C1=C(C=CC=C1)C (8-Acetyl-8-(2-methylphenyl)-12-hydroxyheptadecanoic Acid). RXN SMILES: CC1C=CC=CC=1CC(=O)C.C1(CC(=O)C)C=CC=CC=1.CC1C=CC=CC=1C(CCCC(OCC1C=CC=CC=1)CCCCC)C(=O)C.[C:50]([C:53]([C:82]1[CH:87]=[CH:86][CH:85]=[CH:84][C:83]=1[CH3:88])([CH2:65][CH2:66][CH2:67][CH:68]([O:74]CC1C=CC=CC=1)[CH2:69][CH2:70][CH2:71][CH2:72][CH3:73])[CH2:54][CH2:55][CH2:56][CH2:57][CH2:58][CH2:59][C:60]([O:62]CC)=[O:61])(=[O:52])[CH3:51].C(C(C1C=CC=CC=1C)(CCCC(OCC1C=CC=CC=1)CCCCC)CCCCCCC(O)=O)(=O)C.C(C(CCCC(O)CCCCC)CCCCCC(C1C=CC=CC=1C)C(O)=O)(=O)C>>[C:50]([C:53]([C:82]1[CH:87]=[CH:86][CH:85]=[CH:84][C:83]=1[CH3:88])([CH2:65][CH2:66][CH2:67][CH:68]([OH:74])[CH2:69][CH2:70][CH2:71][CH2:72][CH3:73])[CH2:54][CH2:55][CH2:56][CH2:57][CH2:58][CH2:59][C:60]([OH:62])=[O:61])(=[O:52])[CH3:51]. Procedure: By following the procedures described in Example 3, but substituting (2-methyphenyl)acetone for the phenylacetone employed in Step C, there are obtained successively from that point: 3-(2-methylphenyl)-7-benzyloxy-2-dodecanone (Step C); ethyl 8-acetyl-8-(2-methylphenyl)-12-benzyloxyheptadecanoate (Step D); 8-acetyl-8-(2-methylphenyl)-12-benzyloxyheptadecanoic acid (Step E); and 8-acetyl-(2-methylphenyl)-12-hydroxyheptadecanoic acid (Step F). Starting materials: C(C)(C)(C)[Li] (tert-Butyl lithium), OC(CCCCCCCCCCCC)C=1C=C(OC1)[Si](C)(C)C (4-(1-hydroxytridecyl)-2-trimethylsilylfuran), C1(=CC=CC=C1)CC(=O)Cl (phenylacetyl chloride), solution. Solvent: O1CCCC1 (tetrahydrofuran), O1CCCC1 (tetrahydrofuran), CCCCC (pentane). Run at time 5 minute. The product is C1(=CC=CC=C1)CC(=O)OC(CCCCCCCCCCCC)C=1C=C(OC1)[Si](C)(C)C (4-[1-(Phenylacetoxy)tridecyl]-2-trimethylsilylfuran). Reaction SMILES: C([Li])(C)(C)C.[OH:6][CH:7]([C:20]1[CH:21]=[C:22]([Si:25]([CH3:28])([CH3:27])[CH3:26])[O:23][CH:24]=1)[CH2:8][CH2:9][CH2:10][CH2:11][CH2:12][CH2:13][CH2:14][CH2:15][CH2:16][CH2:17][CH2:18][CH3:19].[C:29]1([CH2:35][C:36](Cl)=[O:37])[CH:34]=[CH:33][CH:32]=[CH:31][CH:30]=1>CCCCC.O1CCCC1>[C:29]1([CH2:35][C:36]([O:6][CH:7]([C:20]2[CH:21]=[C:22]([Si:25]([CH3:28])([CH3:27])[CH3:26])[O:23][CH:24]=2)[CH2:8][CH2:9][CH2:10][CH2:11][CH2:12][CH2:13][CH2:14][CH2:15][CH2:16][CH2:17][CH2:18][CH3:19])=[O:37])[CH:34]=[CH:33][CH:32]=[CH:31][CH:30]=1. Procedure: tert-Butyl lithium (a 1.7 M solution in pentane; 0.29 ml, 0.49 mmol) was added dropwise to a solution of 4-(1-hydroxytridecyl)-2-trimethylsilylfuran (138.2 mg, 0.41 mmol) in tetrahydrofuran (7 ml) at -78 degrees under argon. After 5 minutes, a solution of phenylacetyl chloride (65 microliter, 0.49 mmol) in tetrahydrofuran (1/2ml) was added. Stirring was continued at room temperature for 16 hours and quenched with water. Extraction (ethyl ether) and evaporation of the dried (magnesium sulphate) e... Starting materials: solution, B (borane), ice, S1C(=CC=C1)CCCC(=O)O (4-thienylbutyric acid), Cl (HCl). Run in C1CCOC1 (THF), C1CCOC1 (THF). Reaction conditions: time 1 hour. The product is OCCCCC=1SC=CC1 (2-(4-hydroxybutyl)thiophene). The yield is 92.5%. Reaction SMILES: [S:1]1[CH:5]=[CH:4][CH:3]=[C:2]1[CH2:6][CH2:7][CH2:8][C:9](O)=[O:10].B.Cl>C1COCC1>[OH:10][CH2:9][CH2:8][CH2:7][CH2:6][C:2]1[S:1][CH:5]=[CH:4][CH:3]=1. Procedure: To a cool (0°) solution of 10.0 g of 4-thienylbutyric acid (58.8 mmol) in 60 ml of dry THF was added 59 ml of a 1M solution of borane in THF, dropwise with stirring over one hour. The mixture was stirred for an additional 5 hours. The reaction mixture was poured onto 200 g of ice. This mixture was acidified with 2N HCl and the product extracted into ethyl acetate. The extract was washed with brine, dried (Na2SO4) and evaporated to give 8.5 g of a colorless oil (93%). 1H-NMR (CDCl3)δ7.0 (1H, t); ... Reactants: COc1cc(F)c(C(C)C)cc1-c1ccc(C(F)(F)F)cc1CN1C(=O)OC(c2nccn2COCc2ccccc2)C1C, CO, Cl, [OH-], [OH-], [Pd+2]. The product is COc1cc(F)c(C(C)C)cc1-c1ccc(C(F)(F)F)cc1CN1C(=O)OC(c2ncc[nH]2)C1C. Reaction SMILES: [CH2:1]([O:2][CH2:3][n:10]1[c:11]([CH:15]2[CH:16]([CH3:44])[N:17]([CH2:21][c:22]3[c:23](-[c:32]4[c:33]([O:42][CH3:43])[cH:34][c:35]([F:41])[c:36]([CH:38]([CH3:39])[CH3:40])[cH:37]4)[cH:24][cH:25][c:26]([C:28]([F:29])([F:30])[F:31])[cH:27]3)[C:18](=[O:20])[O:19]2)[n:12][cH:13][cH:14]1)[c:4]1[cH:5][cH:6][cH:7][cH:8][cH:9]1.[CH3:46][OH:47].[ClH:45].[OH-:48].[OH-:50].[Pd+2:49]>>[n:10]1[c:11]([CH:15]2[CH:16]([CH3:44])[N:17]([CH2:21][c:22]3[c:23](-[c:32]4[c:33]([O:42][CH3:43])[cH:34][c:35]([F:41])[c:36]([CH:38]([CH3:39])[CH3:40])[cH:37]4)[cH:24][cH:25][c:26]([C:28]([F:29])([F:30])[F:31])[cH:27]3)[C:18](=[O:20])[O:19]2)[nH:12][cH:13][cH:14]1. Starting materials: [F-].C(CCC)[N+](CCCC)(CCCC)CCCC (tetrabutylammonium fluoride), ClC1=C(CN[C@@H]2CN(CC2)C2=NC=C(C=C2)C#C[Si](C)(C)C)C=CC(=C1)Cl ((S)-(2,4-dichlorbenzyl)-[1-(5-trimethylsilanylethynyl-pyridin-2-yl)-pyrrolidin-3-yl]-amine), O (water). The solvent is C1CCOC1 (THF). Run at time 2 hour. The product is ClC1=C(CN[C@@H]2CN(CC2)C2=NC=C(C=C2)C#C)C=CC(=C1)Cl ((S)-(2,4-Dichlorobenzyl)-[1-(5-ethynylpyridin-2-yl)-pyrrolidin-3-yl]-amine). The yield is 90.5%. As a reaction SMILES: [Cl:1][C:2]1[CH:26]=[C:25]([Cl:27])[CH:24]=[CH:23][C:3]=1[CH2:4][NH:5][C@H:6]1[CH2:10][CH2:9][N:8]([C:11]2[CH:16]=[CH:15][C:14]([C:17]#[C:18][Si](C)(C)C)=[CH:13][N:12]=2)[CH2:7]1.[F-].C([N+](CCCC)(CCCC)CCCC)CCC.O>C1COCC1>[Cl:1][C:2]1[CH:26]=[C:25]([Cl:27])[CH:24]=[CH:23][C:3]=1[CH2:4][NH:5][C@H:6]1[CH2:10][CH2:9][N:8]([C:11]2[CH:16]=[CH:15][C:14]([C:17]#[CH:18])=[CH:13][N:12]=2)[CH2:7]1 |f:1.2|. Procedure details: Dissolve (S)-(2,4-dichlorbenzyl)-[1-(5-trimethylsilanylethynyl-pyridin-2-yl)-pyrrolidin-3-yl]-amine (190 mg, 0.45 mmol) in THF (10 mL). Add tetrabutylammonium fluoride (1 mL, 1.0 M in THF) dropwise. Stir for 2 h at room temperature. Add water. Extract with ethyl acetate (3×), wash the organic layers with saturated aqueous sodium chloride, dry (magnesium sulfate), concentrate and chromatograph on silica gel, eluting with a 20:80 to 1:1 ethyl acetate:hexanes, to give the title compound as a yellow...